From a dataset of the Open Reaction Database (ORD), a public repository of structured organic reaction records. describe an organic reaction: reactants, conditions, products, and yield The reactants are CCOC(=O)CCCNc1ccc(Cl)cc1Oc1cccc(CNC(=O)OC(C)(C)C)c1, CCO, Cl, [Na+], C1CCOC1, [OH-], O. Product: CC(C)(C)OC(=O)NCc1cccc(Oc2cc(Cl)ccc2NCCCC(=O)O)c1. Reaction SMILES: [C:3]([CH3:4])([CH3:5])([CH3:6])[O:7][C:8](=[O:9])[NH:10][CH2:11][c:12]1[cH:13][c:14]([O:15][c:16]2[c:17]([NH:23][CH2:24][CH2:25][CH2:26][C:27](=[O:28])[O:29][CH2:30][CH3:31])[cH:18][cH:19][c:20]([Cl:22])[cH:21]2)[cH:32][cH:33][cH:34]1.[CH3:42][CH2:43][OH:44].[ClH:36].[Na+:2].[O:37]1[CH2:38][CH2:39][CH2:40][CH2:41]1.[OH-:1].[OH2:35]>>[C:3]([CH3:4])([CH3:5])([CH3:6])[O:7][C:8](=[O:9])[NH:10][CH2:11][c:12]1[cH:13][c:14]([O:15][c:16]2[c:17]([NH:23][CH2:24][CH2:25][CH2:26][C:27](=[O:28])[OH:29])[cH:18][cH:19][c:20]([Cl:22])[cH:21]2)[cH:32][cH:33][cH:34]1. Reactants: C(=O)(C(F)(F)F)O (TFA), C(C)(C)(C)OC(=O)N1[C@@H]2CN([C@H](C1)C2)CC=2N(C1=NC(=NC(=C1N2)N2CCOCC2)N2C(=NC1=C2C=CC=C1)CC)C ((1S,4S)-5-[2-(2-ethylbenzoimidazol-1-yl)-9-methyl-6-morpholin-4-yl-9H-purin-8-ylmethyl]-2,5-diazabicyclo[2.2.1]heptane-2-carboxylic acid tert-butyl ester). Run in C(Cl)Cl (DCM). Reaction conditions: time 30 minute. The product is [C@@H]12N(C[C@@H](NC1)C2)CC=2N(C1=NC(=NC(=C1N2)N2CCOCC2)N2C(=NC1=C2C=CC=C1)CC)C (4-(8-((1S,4S)-2,5-diazabicyclo[2.2.1]heptan-2-ylmethyl)-2-(2-ethyl-1H-benzo[d]imidazol-1-yl)-9-methyl-9H-purin-6-yl)morpholine). The yield is 63.0%. RXN SMILES: C(O)(C(F)(F)F)=O.C(OC([N:15]1[CH2:20][C@@H:19]2[CH2:21][C@H:16]1[CH2:17][N:18]2[CH2:22][C:23]1[N:24]([CH3:49])[C:25]2[C:30]([N:31]=1)=[C:29]([N:32]1[CH2:37][CH2:36][O:35][CH2:34][CH2:33]1)[N:28]=[C:27]([N:38]1[C:42]3[CH:43]=[CH:44][CH:45]=[CH:46][C:41]=3[N:40]=[C:39]1[CH2:47][CH3:48])[N:26]=2)=O)(C)(C)C>C(Cl)Cl>[C@H:19]12[CH2:21][C@H:16]([NH:15][CH2:20]1)[CH2:17][N:18]2[CH2:22][C:23]1[N:24]([CH3:49])[C:25]2[C:30]([N:31]=1)=[C:29]([N:32]1[CH2:37][CH2:36][O:35][CH2:34][CH2:33]1)[N:28]=[C:27]([N:38]1[C:42]3[CH:43]=[CH:44][CH:45]=[CH:46][C:41]=3[N:40]=[C:39]1[CH2:47][CH3:48])[N:26]=2. Procedure details: A mixture of 2-(2-ethylbenzoimidazol-1-yl)-9-methyl-6-morpholin-4-yl-9H-purine-8-carbaldehyde (200 mg, 0.51 mmol), (1S,4S)-2,5-diazabicyclo[2.2.1]heptane-2-carboxylic acid tert-butyl ester (122 mg, 0.62 mmol) and molecular sieves (4 Å, powdered, 520 mg) in DCE (10 mL) was stirred at ambient temperature for 3 h. Sodium triacetoxyborohydride (162 mg, 0.76 mmol) was added and the mixture stirred for 17 h, then loaded onto an Isolute® SCX-2 cartridge (25 g). The cartridge was then washed with methan...